This data is from the Open Reaction Database (ORD), a public repository of structured organic reaction records. The task is: describe an organic reaction: reactants, conditions, products, and yield The reactants are CCCC[N+](CCCC)(CCCC)CCCC, CC(C)=O, CC12CCCC(C)(CC1)C2O, O=C[O-], [Cl-], O, O=S(=O)(O)O. Yields the product CC12CCCC(C)(CC1)C2=O. RXN SMILES: [CH3:22][CH2:23][CH2:24][CH2:25][N+:26]([CH2:27][CH2:28][CH2:29][CH3:30])([CH2:31][CH2:32][CH2:33][CH3:34])[CH2:35][CH2:36][CH2:37][CH3:38].[CH3:39][C:40](=[O:41])[CH3:42].[CH3:9][C:10]12[CH2:11][CH2:12][CH2:13][C:14]([CH3:19])([CH2:15][CH2:16]1)[CH:17]2[OH:18].[CH:6]([O-:7])=[O:8].[Cl-:21].[OH2:20].[S:1](=[O:2])(=[O:3])([OH:4])[OH:5]>>[CH3:9][C:10]12[CH2:11][CH2:12][CH2:13][C:14]([CH3:19])([CH2:15][CH2:16]1)[C:17]2=[O:18]. Reactants: BrC=1N=C2C(=NC1)NC=C2C(=O)C2(CCCCC2)C ((2-bromo-5H-pyrrolo[2,3-b]pyrazin-7-yl)-(1-methyl-cyclohexyl)-methanone), N1(CCCC1)C=1C=C(C=CC1)B(O)O (3-pyrrolidino phenylboronic acid), [1,1′-bis(diphenylphosphino)ferrocene]dichloro-palladium(ll), C(=O)([O-])[O-].[K+].[K+] (K2CO3), O1CCOCC1 (Dioxane). Run in O (water). The product is CC1(CCCCC1)C(=O)C1=CNC2=NC=C(N=C21)C2=CC(=CC=C2)N2CCCC2 ((1-methyl-cyclohexyl)-[2-(3-pyrrolidin-1-yl-phenyl)-5H-pyrrolo[2,3-b]pyrazin-7-yl]-methanone). Isolated yield 62.1%. As a reaction SMILES: Br[C:2]1[N:3]=[C:4]2[C:10]([C:11]([C:13]3([CH3:19])[CH2:18][CH2:17][CH2:16][CH2:15][CH2:14]3)=[O:12])=[CH:9][NH:8][C:5]2=[N:6][CH:7]=1.[N:20]1([C:25]2[CH:26]=[C:27](B(O)O)[CH:28]=[CH:29][CH:30]=2)[CH2:24][CH2:23][CH2:22][CH2:21]1.C([O-])([O-])=O.[K+].[K+].O1CCOCC1>O>[CH3:19][C:13]1([C:11]([C:10]2[C:4]3[C:5](=[N:6][CH:7]=[C:2]([C:27]4[CH:28]=[CH:29][CH:30]=[C:25]([N:20]5[CH2:21][CH2:22][CH2:23][CH2:24]5)[CH:26]=4)[N:3]=3)[NH:8][CH:9]=2)=[O:12])[CH2:18][CH2:17][CH2:16][CH2:15][CH2:14]1 |f:2.3.4|. Procedure details: A microwave tube was charged with (2-bromo-5H-pyrrolo[2,3-b]pyrazin-7-yl)-(1-methyl-cyclohexyl)-methanone (95 mg, 0.29 mmol), 3-pyrrolidino phenylboronic acid (62 mg, 0.32 mmol), [1,1′-bis(diphenylphosphino)ferrocene]dichloro-palladium(ll) (19 mg, 0.02 mmol), and freshly grounded K2CO3 (102 mg, 0.74 mmol). Dioxane (3 ml) and water (0.7 ml) were added, and the reaction mixture was microwaved at 150° C. for 30 minutes. The reaction mixture was partitioned between EtOAc/water. The organic layers we... The yield is 29.1%. Reagents/catalysts: Cl[Pd]([P](C1=CC=CC=C1)(C2=CC=CC=C2)C3=CC=CC=C3)([P](C4=CC=CC=C4)(C5=CC=CC=C5)C6=CC=CC=C6)Cl (Pd(PPh3)2Cl2). Procedure details: A mixture of 4-((2,2-dimethylpropanoyl)amino)phenylboronic acid (2.0 g, 9 mmol), 2-chloropyrimidine (0.8 g, 7 mmol), Pd(PPh3)2Cl2 (100 mg, 2 mol %) 1,2-dimethoxyethane (40 ml) and Na2CO3 (2M, 7 ml, 14 mmol) were refluxed under N2 for 5 h. The mixture was diluted with 10% Na2CO3 (20 ml) and extracted with EtOAc (3×50 ml). The organic layer was dried (Na2SO4) and the solvent was removed in vacuo. The crude product was recrystallised from MeOH/water (1:1) yielding 0.52 g (85%) of N-(4-(2-pyrimidiny... Starting materials: CC(C(=O)NC1=CC=C(C=C1)B(O)O)(C)C (4-((2,2-dimethylpropanoyl)amino)phenylboronic acid), ClC1=NC=CC=N1 (2-chloropyrimidine), COCCOC (1,2-dimethoxyethane). The product is N1=C(N=CC=C1)C1=CC=C(C=C1)NC(C(C)(C)C)=O (N-(4-(2-pyrimidinyl)phenyl)-2,2-dimethylpropanamide). Reaction SMILES: [CH3:1][C:2]([CH3:16])([CH3:15])[C:3]([NH:5][C:6]1[CH:11]=[CH:10][C:9](B(O)O)=[CH:8][CH:7]=1)=[O:4].Cl[C:18]1[N:23]=[CH:22][CH:21]=[CH:20][N:19]=1.COCCOC>C([O-])([O-])=O.[Na+].[Na+].Cl[Pd](Cl)([P](C1C=CC=CC=1)(C1C=CC=CC=1)C1C=CC=CC=1)[P](C1C=CC=CC=1)(C1C=CC=CC=1)C1C=CC=CC=1>[N:19]1[CH:20]=[CH:21][CH:22]=[N:23][C:18]=1[C:9]1[CH:10]=[CH:11][C:6]([NH:5][C:3](=[O:4])[C:2]([CH3:16])([CH3:15])[CH3:1])=[CH:7][CH:8]=1 |f:3.4.5,^1:38,57|. Solvent: C(=O)([O-])[O-].[Na+].[Na+] (Na2CO3), C(=O)([O-])[O-].[Na+].[Na+] (Na2CO3).